Dataset: the Open Reaction Database (ORD), a public repository of structured organic reaction records. Task: describe an organic reaction: reactants, conditions, products, and yield Reactants: N#CCCCCBr, c1ccc(CNCc2ccccc2)cc1, CN(C)C=O, CCN(C(C)C)C(C)C, [Cl-], [Na+], O. Yields the product N#CCCCCN(Cc1ccccc1)Cc1ccccc1. RXN SMILES: [Br:1][CH2:2][CH2:3][CH2:4][CH2:5][C:6]#[N:7].[CH2:8]([c:9]1[cH:10][cH:11][cH:12][cH:13][cH:14]1)[NH:15][CH2:16][c:17]1[cH:18][cH:19][cH:20][cH:21][cH:22]1.[CH3:34][N:35]([CH3:36])[CH:37]=[O:38].[CH:23]([N:24]([CH2:25][CH3:26])[CH:27]([CH3:28])[CH3:29])([CH3:30])[CH3:31].[Cl-:33].[Na+:32].[OH2:39]>>[CH2:2]([CH2:3][CH2:4][CH2:5][C:6]#[N:7])[N:15]([CH2:8][c:9]1[cH:10][cH:11][cH:12][cH:13][cH:14]1)[CH2:16][c:17]1[cH:18][cH:19][cH:20][cH:21][cH:22]1.